From a dataset of the Open Reaction Database (ORD), a public repository of structured organic reaction records. describe an organic reaction: reactants, conditions, products, and yield Reactants: C(C)(=O)OC(C)=O (acetic anhydride), BrC1=CSC=C1 (3-bromothiophene), [N+](=O)(O)[O-] (nitric acid). Run in C(C)(=O)O (acetic acid). Run at time 10 minute. Yields the product BrC1=C(SC=C1)[N+](=O)[O-] (3-Bromo-2-nitrothiophene). Reaction SMILES: [N+:1]([O-:4])(O)=[O:2].C(OC(=O)C)(=O)C.[Br:12][C:13]1[CH:17]=[CH:16][S:15][CH:14]=1>C(O)(=O)C>[Br:12][C:13]1[CH:17]=[CH:16][S:15][C:14]=1[N+:1]([O-:4])=[O:2]. Procedure details: 7.4 ml of fuming nitric acid was slowly added to 92.1 ml of acetic acid under ice-cooling, followed by stirring for 10 minutes, and a solution of 52.1 ml of acetic anhydride containing 25 g of 3-bromothiophene was slowly added in such a manner that the bulk temperature did not exceed 10° C., followed by stirring at 10 ° C. for 2 hours. Ice was added to the reaction solution, and the resulting crystals were collected by filtration, and washed with water and diethyl ether/n-hexane=1/5 successively... Reactants: Cl.C(C)(C)NCC(=O)C=1C=C(C(O)=CC1)O (4-(isopropylaminoacetyl)catechol hydrochloride), C(O)([O-])=O.[Na+] (sodium hydrogen carbonate). Solvent: O (water). The product is C(C)(C)NCC(=O)C=1C=C(C(O)=CC1)O (4-(isopropylaminoacetyl)catechol). Reaction SMILES: Cl.[CH:2]([NH:5][CH2:6][C:7]([C:9]1[CH:10]=[C:11]([OH:16])[C:12](=[CH:14][CH:15]=1)[OH:13])=[O:8])([CH3:4])[CH3:3].C(=O)([O-])O.[Na+]>O>[CH:2]([NH:5][CH2:6][C:7]([C:9]1[CH:10]=[C:11]([OH:16])[C:12](=[CH:14][CH:15]=1)[OH:13])=[O:8])([CH3:4])[CH3:3] |f:0.1,2.3|. Procedure: 4-(isopropylaminoacetyl)catechol hydrochloride (34 g.) is dissolved in 60 ml. of water and the aqueous solution is made alkaline with an aqueous saturated sodium hydrogen carbonate solution. The resulting alkaline solution is extracted with chloroform. Upon removal of the chloroform by distillation, crude 4-(isopropylaminoacetyl)catechol is obtained. The crude product is purified by recrystallization from benzene-petroleum ether. 20.9 g. of 4-(isopropylaminoacetyl)catechol and 10.2 g. of methyle... Starting materials: FC1=CC=C(C=C1)N1C=C(C(C2=CC=C(C=C12)C#C[Si](C)(C)C)=O)C(=O)OCC (ethyl 1,4-dihydro-1-(4-fluorophenyl)-4-oxo-7-(trimethylsilylethynyl)-3-quinolinecarboxylate), [F-].[K+] (potassium fluoride). Run in C(C)O (ethanol). Product: C(#C)C1=CC=C2C(C(=CN(C2=C1)C1=CC=C(C=C1)F)C(=O)OCC)=O (ethyl 1,4-dihydro-7-ethynyl-1-(4-fluorophenyl)-4-oxo-3quinolinecarboxylate). The yield is 73.1%. As a reaction SMILES: [F:1][C:2]1[CH:7]=[CH:6][C:5]([N:8]2[C:17]3[C:12](=[CH:13][CH:14]=[C:15]([C:18]#[C:19][Si](C)(C)C)[CH:16]=3)[C:11](=[O:24])[C:10]([C:25]([O:27][CH2:28][CH3:29])=[O:26])=[CH:9]2)=[CH:4][CH:3]=1.[F-].[K+]>C(O)C>[C:18]([C:15]1[CH:16]=[C:17]2[C:12]([C:11](=[O:24])[C:10]([C:25]([O:27][CH2:28][CH3:29])=[O:26])=[CH:9][N:8]2[C:5]2[CH:6]=[CH:7][C:2]([F:1])=[CH:3][CH:4]=2)=[CH:13][CH:14]=1)#[CH:19] |f:1.2|. Procedure details: A mixture of 23.3 g ethyl 1,4-dihydro-1-(4-fluorophenyl)-4-oxo-7-(trimethylsilylethynyl)-3-quinolinecarboxylate, 10.5 g potassium fluoride and 700 ml ethanol was heated at reflux for 4 hrs. The reaction mixture was concentrated in vacuo and the residue triturated with chloroform. The chloroform-soluble fraction was isolated and recrystallized from ethyl acetate to give 14.02 g ethyl 1,4-dihydro-7-ethynyl-1-(4-fluorophenyl)-4-oxo-3quinolinecarboxylate, m.p. 227°-229° C. d) 1,4-dihydro-1-(4-fluoro... Starting materials: Cc1ccccc1, Cc1nn(-c2ccccn2)cc1CO, O=S(Cl)Cl. The product is Cc1nn(-c2ccccn2)cc1CCl. Reaction SMILES: [CH3:19][c:20]1[cH:21][cH:22][cH:23][cH:24][cH:25]1.[CH3:1][c:2]1[n:3][n:4](-[c:9]2[n:10][cH:11][cH:12][cH:13][cH:14]2)[cH:5][c:6]1[CH2:7][OH:8].[S:15]([Cl:16])([Cl:17])=[O:18]>>[CH3:1][c:2]1[n:3][n:4](-[c:9]2[n:10][cH:11][cH:12][cH:13][cH:14]2)[cH:5][c:6]1[CH2:7][Cl:17]. The reactants are Cl (hydrochloric acid), C(=O)OCC (ethyl formate), BrC1=CC2=C(SCCS2)C=C1 (6-bromo-2,3-dihydro-1,4-benzodithiin), C(CCC)[Li].CCCCCC (butyllithium hexane). Solvent: C(C)(=O)OCC (ethyl acetate), O1CCCC1 (tetrahydrofuran). Conditions: time 0.5 hour. The product is S1CCSC2=C1C=CC(=C2)C=O (2,3-dihydro-1,4-benzodithiin-6-carbaldehyde). As a reaction SMILES: Br[C:2]1[CH:11]=[CH:10][C:5]2[S:6][CH2:7][CH2:8][S:9][C:4]=2[CH:3]=1.C([Li])CCC.CCCCCC.[CH:23](OCC)=[O:24].Cl>C(OCC)(=O)C.O1CCCC1>[S:6]1[C:5]2[CH:10]=[CH:11][C:2]([CH:23]=[O:24])=[CH:3][C:4]=2[S:9][CH2:8][CH2:7]1 |f:1.2|. Procedure details: To 5 mL of a tetrahydrofuran solution containing 500 mg of 6-bromo-2,3-dihydro-1,4-benzodithiin, 0.67 mL of a 2.67 mol/L butyllithium/hexane was added at −78° C., the mixture was stirred for 0.5 hour, then 300 mg of ethyl formate was added thereto, and the mixture was further stirred for 2 hours. Thereto was added 1 mol/L hydrochloric acid, and ethyl acetate was then added to the mixture. The organic layer was separated, washed with an aqueous saturated sodium hydrogen carbonate solution and dri... Starting materials: O=C([O-])[O-], Cc1cc(Cl)cc(C(=O)c2[nH]c(=O)[nH]c(=O)c2C(C)C)c1, Cc1cc(CCl)cc(N2C(=O)c3ccccc3C2=O)n1, [I-], [K+], [K+], [Li+], CN(C)C=O. The product is Cc1cc(Cl)cc(C(=O)c2c(C(C)C)c(=O)[nH]c(=O)n2Cc2cc(C)nc(N3C(=O)c4ccccc4C3=O)c2)c1. As a reaction SMILES: [C:22](=[O:23])([O-:24])[O-:25].[Cl:1][c:2]1[cH:3][c:4]([C:5](=[O:6])[c:7]2[c:8]([CH:15]([CH3:16])[CH3:17])[c:9](=[O:14])[nH:10][c:11](=[O:13])[nH:12]2)[cH:18][c:19]([CH3:21])[cH:20]1.[Cl:30][CH2:31][c:32]1[cH:33][c:34]([N:39]2[C:40](=[O:49])[c:41]3[cH:42][cH:43][cH:44][cH:45][c:46]3[C:47]2=[O:48])[n:35][c:36]([CH3:38])[cH:37]1.[I-:28].[K+:26].[K+:27].[Li+:29].[O:50]=[CH:51][N:52]([CH3:53])[CH3:54]>>[Cl:1][c:2]1[cH:3][c:4]([C:5](=[O:6])[c:7]2[c:8]([CH:15]([CH3:16])[CH3:17])[c:9](=[O:14])[nH:10][c:11](=[O:13])[n:12]2[CH2:31][c:32]2[cH:33][c:34]([N:39]3[C:40](=[O:49])[c:41]4[cH:42][cH:43][cH:44][cH:45][c:46]4[C:47]3=[O:48])[n:35][c:36]([CH3:38])[cH:37]2)[cH:18][c:19]([CH3:21])[cH:20]1. Starting materials: C(C)(C)[N-]C(C)C.[Li+] (Lithium diisopropyl amide), FC=1C=C(C=C(C1)F)CC(=O)C1=CC(=C(C=C1)C)C (2-(3,5-difluorophenyl)-1-(3,4-dimethylphenyl)ethanone), BrCCCSC1=CC=C(C(=O)OC)C=C1 (methyl 4-[(3-bromopropyl)thio]benzoate). Run in C1CCOC1 (THF), C1CCOC1 (THF). Reaction conditions: temperature -78 celsius, time 30 minute. The product is FC=1C=C(C=C(C1)F)C(CCCSC1=CC=C(C(=O)OC)C=C1)C(=O)C1=CC(=C(C=C1)C)C (Methyl 4-{[4-(3,5-difluorophenyl)-5-(3,4-dimethylphenyl)-5-oxopentyl]thio}benzoate). The yield is 47.6%. Reaction SMILES: [F:1][C:2]1[CH:3]=[C:4]([CH2:9][C:10]([C:12]2[CH:17]=[CH:16][C:15]([CH3:18])=[C:14]([CH3:19])[CH:13]=2)=[O:11])[CH:5]=[C:6]([F:8])[CH:7]=1.C([N-]C(C)C)(C)C.[Li+].Br[CH2:29][CH2:30][CH2:31][S:32][C:33]1[CH:42]=[CH:41][C:36]([C:37]([O:39][CH3:40])=[O:38])=[CH:35][CH:34]=1>C1COCC1>[F:1][C:2]1[CH:3]=[C:4]([CH:9]([C:10]([C:12]2[CH:17]=[CH:16][C:15]([CH3:18])=[C:14]([CH3:19])[CH:13]=2)=[O:11])[CH2:29][CH2:30][CH2:31][S:32][C:33]2[CH:42]=[CH:41][C:36]([C:37]([O:39][CH3:40])=[O:38])=[CH:35][CH:34]=2)[CH:5]=[C:6]([F:8])[CH:7]=1 |f:1.2|. Reported procedure: A sample of 2-(3,5-difluorophenyl)-1-(3,4-dimethylphenyl)ethanone [CAS 1450736-61-4] (5.0 g, 19.2 mmole) was dissolved in THF and cooled to −78° C. Lithium diisopropyl amide (10.6 mL, 1.1 eq.) was added dropwise and the resulting mixture was stirred for 30 minutes. A solution of methyl 4-[(3-bromopropyl)thio]benzoate [CAS 134520-57-3] (6.1 g, 1.1 eq) in THF was then added dropwise and the reaction mixture was allowed to stir overnight. It was then refluxed at 90° C. overnight. The reaction mixtu...